Dataset: the Open Reaction Database (ORD), a public repository of structured organic reaction records. Task: describe an organic reaction: reactants, conditions, products, and yield Starting materials: Cc1ccc(S(=O)(=O)OCC2Cc3cc(C)cc(-c4cc(Cl)ccc4Cl)c3O2)cc1, CN, Cl. Product: CNCC1Cc2cc(C)cc(-c3cc(Cl)ccc3Cl)c2O1. RXN SMILES: [CH3:2][c:3]1[cH:4][cH:5][c:6]([S:7]([O:8][CH2:13][CH:14]2[O:15][c:16]3[c:17]([cH:19][c:20]([CH3:31])[cH:21][c:22]3-[c:23]3[c:24]([Cl:30])[cH:25][cH:26][c:27]([Cl:29])[cH:28]3)[CH2:18]2)(=[O:9])=[O:10])[cH:11][cH:12]1.[CH3:32][NH2:33].[ClH:1]>>[CH2:13]([CH:14]1[O:15][c:16]2[c:17]([cH:19][c:20]([CH3:31])[cH:21][c:22]2-[c:23]2[c:24]([Cl:30])[cH:25][cH:26][c:27]([Cl:29])[cH:28]2)[CH2:18]1)[NH:33][CH3:32]. The reactants are C(C)(C)(C)C1=CC(=C(C=N1)C=1N([C@]([C@](N1)(C)C1=CC=C(C=C1)Cl)(C)C1=CC=C(C=C1)Cl)C(=O)N1CCC(CC1)CC(=O)O)OCC ({1-[(4S,5R)-2-(6-tert-butyl-4-ethoxy-pyridin-3-yl)-4,5-bis-(4-chloro-phenyl)-4,5-dimethyl-4,5-dihydro-imidazole-1-carbonyl]-piperidin-4-yl}-acetic acid), CCCCCN (n-amylamine). The product is C(C)(C)(C)C1=CC(=C(C=N1)C=1N([C@]([C@](N1)(C)C1=CC=C(C=C1)Cl)(C)C1=CC=C(C=C1)Cl)C(=O)N1CCC(CC1)CC(=O)NCCCCC)OCC (2-{1-[(4S,5R)-2-(6-tert-Butyl-4-ethoxy-pyridin-3-yl)-4,5-bis-(4-chloro-phenyl)-4,5-dimethyl-4,5-dihydro-imidazole-1-carbonyl]-piperidin-4-yl}-N-pentyl-acetamide). RXN SMILES: [C:1]([C:5]1[N:10]=[CH:9][C:8]([C:11]2[N:12]([C:32]([N:34]3[CH2:39][CH2:38][CH:37]([CH2:40][C:41]([OH:43])=O)[CH2:36][CH2:35]3)=[O:33])[C@@:13]([C:25]3[CH:30]=[CH:29][C:28]([Cl:31])=[CH:27][CH:26]=3)([CH3:24])[C@@:14]([C:17]3[CH:22]=[CH:21][C:20]([Cl:23])=[CH:19][CH:18]=3)([CH3:16])[N:15]=2)=[C:7]([O:44][CH2:45][CH3:46])[CH:6]=1)([CH3:4])([CH3:3])[CH3:2].[CH3:47][CH2:48][CH2:49][CH2:50][CH2:51][NH2:52]>>[C:1]([C:5]1[N:10]=[CH:9][C:8]([C:11]2[N:12]([C:32]([N:34]3[CH2:35][CH2:36][CH:37]([CH2:40][C:41]([NH:52][CH2:51][CH2:50][CH2:49][CH2:48][CH3:47])=[O:43])[CH2:38][CH2:39]3)=[O:33])[C@@:13]([C:25]3[CH:30]=[CH:29][C:28]([Cl:31])=[CH:27][CH:26]=3)([CH3:24])[C@@:14]([C:17]3[CH:22]=[CH:21][C:20]([Cl:23])=[CH:19][CH:18]=3)([CH3:16])[N:15]=2)=[C:7]([O:44][CH2:45][CH3:46])[CH:6]=1)([CH3:3])([CH3:2])[CH3:4]. Procedure details: In a manner analogous to the method described in example 163, {1-[(4S,5R)-2-(6-tert-butyl-4-ethoxy-pyridin-3-yl)-4,5-bis-(4-chloro-phenyl)-4,5-dimethyl-4,5-dihydro-imidazole-1-carbonyl]-piperidin-4-yl}-acetic acid was reacted with n-amylamine (Fluka) to give the title product. LC-MS (ES+) 734 [(M+H)+]. Starting materials: O=Cc1cccc(Br)c1, C=O, CO, Cl, [K+], [OH-], O. Yields the product OCc1cccc(Br)c1. RXN SMILES: [Br:1][c:2]1[cH:3][c:4]([CH:5]=[O:6])[cH:7][cH:8][cH:9]1.[CH2:10]=[O:11].[CH3:16][OH:17].[ClH:14].[K+:13].[OH-:12].[OH2:15]>>[Br:1][c:2]1[cH:3][c:4]([CH2:5][OH:6])[cH:7][cH:8][cH:9]1. Solvent: C(C)(=O)OCC.CCCCCC (ethyl acetate hexane). Isolated yield 105.4%. Procedure details: 3.15 g of 4-chlorophenethyl alcohol were reacted with 2.2 g of chloroacetic acid in a manner analogous to that described in Example 1(a) to give 4.55 g (91%) of 2-(4-chlorophenyl)ethoxyacetic acid of melting point 75°-77° C. (from ethyl acetate/hexane). RXN SMILES: [Cl:1][C:2]1[CH:10]=[CH:9][C:5]([CH2:6][CH2:7][OH:8])=[CH:4][CH:3]=1.Cl[CH2:12][C:13]([OH:15])=[O:14]>C(OCC)(=O)C.CCCCCC>[Cl:1][C:2]1[CH:10]=[CH:9][C:5]([CH2:6][CH2:7][O:8][CH2:12][C:13]([OH:15])=[O:14])=[CH:4][CH:3]=1 |f:2.3|. Yields the product ClC1=CC=C(C=C1)CCOCC(=O)O (2-(4-chlorophenyl)ethoxyacetic acid). Starting materials: ClC1=CC=C(CCO)C=C1 (4-chlorophenethyl alcohol), ClCC(=O)O (chloroacetic acid). Reactants: CC(CCC1=C(C=CC(=C1)C(F)(F)F)CN)(C)C ((2-(3,3-dimethylbutyl)-4-(trifluoromethyl)phenyl)methanamine), [O-]C#N.[K+] (potassium cyanate), C(C)(=O)O (acetic acid). Run in C1CCOC1 (THF), O (water), C(C)(=O)OCC (ethyl acetate). The product is CC(CCC1=C(CNC(=O)N)C=CC(=C1)C(F)(F)F)(C)C (1-(2-(3,3-dimethylbutyl)-4-(trifluoromethyl)benzyl)urea). RXN SMILES: [CH3:1][C:2]([CH3:18])([CH3:17])[CH2:3][CH2:4][C:5]1[CH:10]=[C:9]([C:11]([F:14])([F:13])[F:12])[CH:8]=[CH:7][C:6]=1[CH2:15][NH2:16].[O-:19][C:20]#[N:21].[K+].C(O)(=O)C>C1COCC1.O.C(OCC)(=O)C>[CH3:1][C:2]([CH3:18])([CH3:17])[CH2:3][CH2:4][C:5]1[CH:10]=[C:9]([C:11]([F:12])([F:13])[F:14])[CH:8]=[CH:7][C:6]=1[CH2:15][NH:16][C:20]([NH2:21])=[O:19] |f:1.2|. Procedure: A mixture of Example 1B (9.0 g, 35 mmol), potassium cyanate (4.2 g, 52 mmol), and glacial acetic acid (3.1 mL, 52 mmol) in THF (70 mL) and water (7 mL) was stirred at 60° C. for 2 hours, diluted with ethyl acetate, and sequentially washed with saturated aqueous NaHCO3 and brine. The organic layer was concentrated under reduced pressure to provide the title compound. 1H-NMR (DMSO-d6) δ 7.41 (m, 3H), 4.69 (brs, 1H), 4.45 (d, 2H), 4.37 (brs, 2H), 2.64 (ddd, 2H), 1.45 (ddd, 2H), 0.99 (s, 9H). Starting materials: O=C(Cl)c1ccc(Br)cc1, CC(C)NC(C)C, ClCCl. Product: CC(C)N(C(=O)c1ccc(Br)cc1)C(C)C. Reaction SMILES: [Br:1][c:2]1[cH:3][cH:4][c:5]([C:6](=[O:7])[Cl:8])[cH:9][cH:10]1.[CH:11]([CH3:12])([CH3:13])[NH:14][CH:15]([CH3:16])[CH3:17].[Cl:18][CH2:19][Cl:20]>>[Br:1][c:2]1[cH:3][cH:4][c:5]([C:6](=[O:7])[N:14]([CH:11]([CH3:12])[CH3:13])[CH:15]([CH3:16])[CH3:17])[cH:9][cH:10]1. The reactants are IC=1C=C(CN(C(=O)C2=NN(C=N2)C)C2CCOCC2)C=CC1 (N-(3-iodobenzyl)-1-methyl-N-(tetrahydro-2H-pyran-4-yl)-1H-1,2,4-triazole-3-carboxamide), N1C=NC=C1 (imidazole), C([O-])([O-])=O.[Cs+].[Cs+] (cesium carbonate), NC1C(CCCC1)N (1,2-diaminocyclohexane). The reagents and catalysts are [Cu](I)I (copper iodide). Solvent: C(Cl)(Cl)Cl (chloroform), O1CCOCC1 (dioxane). Reaction conditions: temperature 120 celsius, time 8 hour. The product is N1(C=NC=C1)C=1C=C(CN(C(=O)C2=NN(C=N2)C)C2CCOCC2)C=CC1 (N-[3-(1H-Imidazol-1-yl)benzyl]-1-methyl-N-(tetrahydro-2H-pyran-4-yl)-1H-1,2,4-triazole-3-carboxamide). Yield: 19.8%. RXN SMILES: I[C:2]1[CH:3]=[C:4]([CH:21]=[CH:22][CH:23]=1)[CH2:5][N:6]([CH:15]1[CH2:20][CH2:19][O:18][CH2:17][CH2:16]1)[C:7]([C:9]1[N:13]=[CH:12][N:11]([CH3:14])[N:10]=1)=[O:8].[NH:24]1[CH:28]=[CH:27][N:26]=[CH:25]1.C(=O)([O-])[O-].[Cs+].[Cs+].NC1CCCCC1N>C(Cl)(Cl)Cl.[Cu](I)I.O1CCOCC1>[N:24]1([C:2]2[CH:3]=[C:4]([CH:21]=[CH:22][CH:23]=2)[CH2:5][N:6]([CH:15]2[CH2:20][CH2:19][O:18][CH2:17][CH2:16]2)[C:7]([C:9]2[N:13]=[CH:12][N:11]([CH3:14])[N:10]=2)=[O:8])[CH:28]=[CH:27][N:26]=[CH:25]1 |f:2.3.4|. Procedure: A mixture of N-(3-iodobenzyl)-1-methyl-N-(tetrahydro-2H-pyran-4-yl)-1H-1,2,4-triazole-3-carboxamide (100 mg), imidazole (38 mg), copper iodide (9 mg), cesium carbonate (321 mg), 1,2-diaminocyclohexane (23 μL) and dioxane (1 mL) was stirred overnight at 120° C. After being left to cool, the mixture was diluted with chloroform, and the chloroform layer was washed with 12% aqueous ammonia and saturated saline, and dried over anhydrous magnesium sulfate. After filtering off the desiccant, the solven... Reactants: O.C1(=CC=C(C=C1)S(=O)(=O)O)C (p-Toluenesulfonic acid monohydrate), ClC1=NC=CC(=N1)C(F)(F)F (2-chloro-4-(trifluoromethyl)pyrimidine), N1(CCOCC1)CC=1C=C(C=C(C1)C1=CC=CC=C1)N (5-(morpholin-4-ylmethyl)biphenyl-3-amine). The solvent is O1CCOCC1 (dioxane), C(C)(=O)OCC (ethyl acetate). Conditions: temperature 80 celsius. The product is N1(CCOCC1)CC=1C=C(C=C(C1)C1=CC=CC=C1)NC1=NC=CC(=N1)C(F)(F)F (N-[5-(morpholin-4-ylmethyl)biphenyl-3-yl]-4-(trifluoromethyl)pyrimidin-2-amine). As a reaction SMILES: O.C1(C)C=CC(S(O)(=O)=O)=CC=1.Cl[C:14]1[N:19]=[C:18]([C:20]([F:23])([F:22])[F:21])[CH:17]=[CH:16][N:15]=1.[N:24]1([CH2:30][C:31]2[CH:32]=[C:33]([NH2:43])[CH:34]=[C:35]([C:37]3[CH:42]=[CH:41][CH:40]=[CH:39][CH:38]=3)[CH:36]=2)[CH2:29][CH2:28][O:27][CH2:26][CH2:25]1>O1CCOCC1.C(OCC)(=O)C>[N:24]1([CH2:30][C:31]2[CH:32]=[C:33]([NH:43][C:14]3[N:19]=[C:18]([C:20]([F:23])([F:22])[F:21])[CH:17]=[CH:16][N:15]=3)[CH:34]=[C:35]([C:37]3[CH:42]=[CH:41][CH:40]=[CH:39][CH:38]=3)[CH:36]=2)[CH2:29][CH2:28][O:27][CH2:26][CH2:25]1 |f:0.1|. Procedure details: p-Toluenesulfonic acid monohydrate (75 mg, 0.395 mmol) was added to a solution of 2-chloro-4-(trifluoromethyl)pyrimidine (36 mg, 0.198 mmol) and 5-(morpholin-4-ylmethyl)biphenyl-3-amine (53 mg, 0.198 mmol) in dioxane (1.98 mL) and heated to 80° C. for 14 hours, then allowed to cool to room temperature. The mixture was diluted with ethyl acetate (30 mL) and washed with saturate aqueous NaHCO3 (30 mL) and 1:1 water: brine (2×30 mL). The organic extracts were dried over sodium sulfate, filtered, an... Reactants: CNC(=O)c1cccc(C=O)c1, ClCCl, COC(=O)C=P(c1ccccc1)(c1ccccc1)c1ccccc1. The product is CNC(=O)c1cccc(C=CC(=O)OC)c1. As a reaction SMILES: [CH:1](=[O:2])[c:3]1[cH:4][c:5]([C:6](=[O:7])[NH:8][CH3:9])[cH:10][cH:11][cH:12]1.[Cl:37][CH2:38][Cl:39].[c:13]1([P:14]([c:15]2[cH:16][cH:17][cH:18][cH:19][cH:25]2)(=[CH:20][C:21](=[O:22])[O:23][CH3:24])[c:26]2[cH:27][cH:28][cH:29][cH:30][cH:31]2)[cH:32][cH:33][cH:34][cH:35][cH:36]1>>[CH:1]([c:3]1[cH:4][c:5]([C:6](=[O:7])[NH:8][CH3:9])[cH:10][cH:11][cH:12]1)=[CH:20][C:21](=[O:22])[O:23][CH3:24]. The reactants are C=1C=CC2=C(C1)C(=NC=3C=CC=CC3S2)N4CCN(CC4)CCOCCO (Quetiapine), S(O)(O)(=O)=O (sulfuric acid). Run in C(C)(C)O (isopropyl alcohol). Reaction conditions: temperature 27.5 celsius, time 1 hour. Product: C=1C=CC2=C(C1)C(=NC=3C=CC=CC3S2)N4CCN(CC4)CCOCCO.S(=O)(=O)([O-])[O-] (Quetiapine Sulfate), powder. Reaction SMILES: [CH:1]1[CH:2]=[CH:3][C:4]2[S:15][C:14]3[CH:13]=[CH:12][CH:11]=[CH:10][C:9]=3[N:8]=[C:7]([N:16]3[CH2:21][CH2:20][N:19]([CH2:22][CH2:23][O:24][CH2:25][CH2:26][OH:27])[CH2:18][CH2:17]3)[C:5]=2[CH:6]=1.[S:28](=[O:32])(=[O:31])([OH:30])[OH:29]>C(O)(C)C>[CH:1]1[CH:2]=[CH:3][C:4]2[S:15][C:14]3[CH:13]=[CH:12][CH:11]=[CH:10][C:9]=3[N:8]=[C:7]([N:16]3[CH2:21][CH2:20][N:19]([CH2:22][CH2:23][O:24][CH2:25][CH2:26][OH:27])[CH2:18][CH2:17]3)[C:5]=2[CH:6]=1.[S:28]([O-:32])([O-:31])(=[O:30])=[O:29] |f:3.4|. Procedure details: Quetiapine free base (5.0 g) was dissolved in isopropyl alcohol (50 ml) at room temperature. This was followed by addition of 98% sulfuric acid (1.28 g) at 30 to 35° C. The resulting gummy mass was heated to reflux and maintained for 15 minutes. The resulting mass was cooled at 25-30° C. and stirred for 1 hour. The precipitated product was collected by filtration, washed with isopropyl alcohol (25 ml) and dried to give the title compound as off white powder (5.88 g).